From a dataset of the Open Reaction Database (ORD), a public repository of structured organic reaction records. describe an organic reaction: reactants, conditions, products, and yield Reactants: CC1(OC[C@H](O1)/C=C/C(=O)OCC)C (ethyl (2E)-3-[(4R)-2,2-dimethyl-1,3-dioxolan-4-yl]acrylate). The reagents and catalysts are [Pd] (palladium on carbon). Solvent: CO (methanol). Reaction conditions: time 8 hour. Product: CC1(OC[C@H](O1)CCC(=O)OCC)C (ethyl 3-[(4R)-2,2-dimethyl-1,3-dioxolan-4-yl]propanoate). Reaction SMILES: [CH3:1][C:2]1([CH3:14])[O:6][C@H:5](/[CH:7]=[CH:8]/[C:9]([O:11][CH2:12][CH3:13])=[O:10])[CH2:4][O:3]1>[Pd].CO>[CH3:1][C:2]1([CH3:14])[O:6][C@H:5]([CH2:7][CH2:8][C:9]([O:11][CH2:12][CH3:13])=[O:10])[CH2:4][O:3]1. Procedure details: To a methanol (200 mL) solution of ethyl (2E)-3-[(4R)-2,2-dimethyl-1,3-dioxolan-4-yl]acrylate (15.3 g, 76.7 mmol) was added 10% palladium on carbon (1.5 g). The reaction mixture was stirred under an atmosphere of hydrogen overnight. The catalyst was removed by filtration, and the solvent was removed in vacuo. Chromatography over silica afforded the title compound. 1H NMR (400 MHz, CDCl3): δ 4.05-4.15 (m, 2H), 4.02-4.04 (m, 2H), 3.52-3.55 (m, 1H), 2.30-2.47 (m, 2H), 1.83-1.90 (m, 2H), 1.33 (s, 3H... Yields the product C(#N)C=1C=C2C(=NNC2=CC1)C1=CC=CC=C1 (5-cyano-3-phenylindazole). Yield: 76.0%. Reactants: C(=O)C=1C=C2C(=NNC2=CC1)C1=CC=CC=C1 (5-formyl-3-phenylindazole), Cl.NO (hydroxylamine hydrochloride), C(=O)[O-].[Na+] (sodium formate). Run in C(=O)O (formic acid). Procedure: A mixture of 22 g of 5-formyl-3-phenylindazole, 8 g of hydroxylamine hydrochloride and 12.5 g of sodium formate was added to 150 ml of formic acid, and after refluxing for 2 hours, the mixture was extracted with chloroform. The extract was washed with water, dried over anhydrous sodium sulfate and concentrated to give 16.5 g of 5-cyano-3-phenylindazole (m.p. 150°-151° C.). Reaction SMILES: [CH:1]([C:3]1[CH:4]=[C:5]2[C:9](=[CH:10][CH:11]=1)[NH:8][N:7]=[C:6]2[C:12]1[CH:17]=[CH:16][CH:15]=[CH:14][CH:13]=1)=O.Cl.[NH2:19]O.C([O-])=O.[Na+]>C(O)=O>[C:1]([C:3]1[CH:4]=[C:5]2[C:9](=[CH:10][CH:11]=1)[NH:8][N:7]=[C:6]2[C:12]1[CH:17]=[CH:16][CH:15]=[CH:14][CH:13]=1)#[N:19] |f:1.2,3.4|.